Dataset: the Open Reaction Database (ORD), a public repository of structured organic reaction records. Task: describe an organic reaction: reactants, conditions, products, and yield Reactants: O=C1CCN(C2=C(N1)C=C(C=C2)OC)C2=CC=CC=C2 (2-oxo-5-phenyl-8-methoxy-1,3,4,5-tetrahydro-2H-1,5-benzodiazepine), [H-].[Na+] (sodium hydride), ice water, COCCl (methoxymethyl chloride). Solvent: O1CCCC1 (tetrahydrofuran), O1CCCC1 (tetrahydrofuran). Reaction conditions: time 40 minute. Yields the product COCN1C(CCN(C2=C1C=C(C=C2)OC)C2=CC=CC=C2)=O (1-methoxymethyl-2-oxo-5-phenyl-8-methoxy-1,3,4,5-tetrahydro-2H-1,5-benzodiazepine). Yield: 86.8%. Reaction SMILES: [H-].[Na+].[O:3]=[C:4]1[NH:10][C:9]2[CH:11]=[C:12]([O:15][CH3:16])[CH:13]=[CH:14][C:8]=2[N:7]([C:17]2[CH:22]=[CH:21][CH:20]=[CH:19][CH:18]=2)[CH2:6][CH2:5]1.[CH3:23][O:24][CH2:25]Cl>O1CCCC1>[CH3:23][O:24][CH2:25][N:10]1[C:9]2[CH:11]=[C:12]([O:15][CH3:16])[CH:13]=[CH:14][C:8]=2[N:7]([C:17]2[CH:18]=[CH:19][CH:20]=[CH:21][CH:22]=2)[CH2:6][CH2:5][C:4]1=[O:3] |f:0.1|. Procedure details: Under argon atmosphere, 60% sodium hydride (1.12 g) was suspended in tetrahydrofuran (10 ml), a solution of 2-oxo-5-phenyl-8-methoxy-1,3,4,5-tetrahydro-2H-1,5-benzodiazepine (5.0 g) in tetrahydrofuran (50 ml) was added thereto under ice-cooling, and the mixture was stirred for 40 minutes at same temperature. After ice bath was removeded, methoxymethyl chloride (2.25 g) was added, the mixture was stirred for 2 hours at room temperature. The reaction mixture was poured into ice-water, extracted wi... The reactants are C(C1=CC=CC=C1)(=O)O[C@@H]1C[C@](C[C@@H]2O[C@H]12)(C(=O)OC)O (methyl (1S,3R,5R,6S)-5-(benzoyloxy)-3-hydroxy-7-oxabicyclo[4.1.0]heptane-3-carboxylate), B(F)(F)F.CCOCC (BF3.Et2O), C(=C)[Mg]Br (Vinylmagnesium bromide). Reagents/catalysts: [Cu]I (CuI). Run in C1CCOC1 (THF), C1CCOC1 (THF). Reaction conditions: time 1 hour. Product: C(C1=CC=CC=C1)(=O)O[C@H]1[C@H]([C@@H](C[C@@](C1)(C(=O)OC)O)C=C)O ((1R,2S,3S,5R)-2,5-dihydroxy-5-(methoxycarbonyl)-3-vinylcyclohexyl benzoate). Reaction SMILES: [CH:1]([Mg]Br)=[CH2:2].[C:5]([O:13][C@H:14]1[C@@H:20]2[C@@H:18]([O:19]2)[CH2:17][C@:16]([OH:25])([C:21]([O:23][CH3:24])=[O:22])[CH2:15]1)(=[O:12])[C:6]1[CH:11]=[CH:10][CH:9]=[CH:8][CH:7]=1.B(F)(F)F.CCOCC>C1COCC1.[Cu]I>[C:5]([O:13][C@@H:14]1[CH2:15][C@@:16]([OH:25])([C:21]([O:23][CH3:24])=[O:22])[CH2:17][C@@H:18]([CH:1]=[CH2:2])[C@@H:20]1[OH:19])(=[O:12])[C:6]1[CH:11]=[CH:10][CH:9]=[CH:8][CH:7]=1 |f:2.3|. Reported procedure: Vinylmagnesium bromide can be added to a −78° C. suspension of CuI in THF. After stirring for 1 hour, a solution of Example 17D and BF3.Et2O in THF can be added. After stirring for 2 hours at −78° C., the reaction mixture can be quenched with saturated NH4Cl. The reaction mixture can be extracted several times with dichloromethane and the combined dichloromethane layers are washed with brine, dried (MgSO4), filtered and concentrated. The concentrate can be purified by flash column chromatography... Starting materials: Cc1ccccc1, ClCCN1CC2CCC(CC2)C1, [NH2-], [Na], O, N#CCc1ccccc1. Yields the product N#CC(CCN1CC2CCC(CC2)C1)c1ccccc1. As a reaction SMILES: [CH3:25][c:26]1[cH:27][cH:28][cH:29][cH:30][cH:31]1.[Cl:10][CH2:11][CH2:12][N:13]1[CH2:14][CH:15]2[CH2:16][CH2:17][CH:18]([CH2:19]1)[CH2:20][CH2:21]2.[NH2-:23].[Na:22].[OH2:24].[c:1]1([CH2:7][C:8]#[N:9])[cH:2][cH:3][cH:4][cH:5][cH:6]1>>[c:1]1([CH:7]([C:8]#[N:9])[CH2:11][CH2:12][N:13]2[CH2:14][CH:15]3[CH2:16][CH2:17][CH:18]([CH2:19]2)[CH2:20][CH2:21]3)[cH:2][cH:3][cH:4][cH:5][cH:6]1. The reactants are [N+](=O)([O-])C=1C=NC=CC1OC (3-nitro-4-methoxy pyridine), NN (hydrazine). Yields the product ON1N=NC2=C1C=NC=C2 (1-Hydroxy-6-azabenzotriazole). RXN SMILES: [N+:1]([C:4]1[CH:5]=[N:6][CH:7]=[CH:8][C:9]=1OC)([O-:3])=O.[NH2:12][NH2:13]>>[OH:3][N:1]1[C:4]2[CH:5]=[N:6][CH:7]=[CH:8][C:9]=2[N:13]=[N:12]1. Procedure details: 3-nitro-4-methoxy pyridine is reacted with hydrazine in accordance with the procedure of Example 1 to yield the above-identified compound. The reactants are C(C1=CC=CC=C1)OC(=O)N1CCC(CC1)CCC[C@H](C(=O)OCC)N[C@H]1CSC2=C(N(C1=O)CC(=O)OC(C)(C)C)C=CC=C2 (tert-butyl 3(R)-[4-(1-benzyloxycarbonyl-4-piperidyl)-1(R)-ethoxycarbonylbutyl]amino-4-oxo-2,3,4,5-tetrahydro-1,5-benzothiazepine-5-acetate), Br.C(C)(=O)O (hydrogen bromide acetic acid), C(C)OCC (Ethyl ether). The solvent is C(C)(=O)O (acetic acid). Conditions: time 1.5 hour. The product is Br.Br.C(C)OC(=O)[C@@H](CCCC1CCNCC1)N[C@H]1CSC2=C(N(C1=O)CC(=O)O)C=CC=C2 (3(R)-[1(R)-ethoxycarbonyl-4-(4-piperidyl)butyl]amino-4-oxo-2,3,4,5-tetrahydro-1,5-benzothiazepine-5-acetic acid.dihydrobromide). As a reaction SMILES: C(OC([N:11]1[CH2:16][CH2:15][CH:14]([CH2:17][CH2:18][CH2:19][C@@H:20]([NH:26][C@@H:27]2[C:33](=[O:34])[N:32]([CH2:35][C:36]([O:38]C(C)(C)C)=[O:37])[C:31]3[CH:43]=[CH:44][CH:45]=[CH:46][C:30]=3[S:29][CH2:28]2)[C:21]([O:23][CH2:24][CH3:25])=[O:22])[CH2:13][CH2:12]1)=O)C1C=CC=CC=1.[BrH:47].C(O)(=O)C.C(OCC)C>C(O)(=O)C>[BrH:47].[BrH:47].[CH2:24]([O:23][C:21]([C@H:20]([NH:26][C@@H:27]1[C:33](=[O:34])[N:32]([CH2:35][C:36]([OH:38])=[O:37])[C:31]2[CH:43]=[CH:44][CH:45]=[CH:46][C:30]=2[S:29][CH2:28]1)[CH2:19][CH2:18][CH2:17][CH:14]1[CH2:13][CH2:12][NH:11][CH2:16][CH2:15]1)=[O:22])[CH3:25] |f:1.2,5.6.7|. Reported procedure: In 2 ml of acetic acid is dissolved 0.4 g of tert-butyl 3(R)-[4-(1-benzyloxycarbonyl-4-piperidyl)-1(R)-ethoxycarbonylbutyl]amino-4-oxo-2,3,4,5-tetrahydro-1,5-benzothiazepine-5-acetate, and 2 ml of 30% hydrogen bromide-acetic acid solution is added to the solution, followed by allowing the mixture to stand at room temperature for 1.5 hours. Ethyl ether (50 ml) is added to the reaction solution, which is then allowed to stand. The supernatant is decanted, and the precipitate is washed with ethyl e...